This data is from the Open Reaction Database (ORD), a public repository of structured organic reaction records. The task is: describe an organic reaction: reactants, conditions, products, and yield Reactants: BrC1=CC(=C(C=C1)O)C(OC)OC (4-bromo-2-dimethoxymethylphenol), CCOCC (ether), B(OC)(OC)OC (trimethyl borate). The solvent is Cl (HCl). Reaction conditions: temperature -95 celsius. The product is C(=O)C=1C=C(C=CC1)B(OO)O (3-Formyl-hydroxyphenyl boronic acid). RXN SMILES: Br[C:2]1[CH:7]=[CH:6][C:5](O)=[C:4]([CH:9]([O:12]C)OC)[CH:3]=1.CC[O:16]CC.[B:19]([O:24]C)(OC)[O:20]C>Cl>[CH:9]([C:4]1[CH:3]=[C:2]([B:19]([OH:24])[O:20][OH:16])[CH:7]=[CH:6][CH:5]=1)=[O:12]. Procedure details: To a solution of 4-bromo-2-dimethoxymethylphenol (10.0 g, 0.36 mol) in abs. ether (200 ml) n-BuLi (68 ml of 1.6 M hexane solution, 0.109 mol) was added dropwise under argon keeping the reaction mixture temperature below 25° C. Than the reaction mixture was refluxed for 3 h, then cooled to −95° C., trimethyl borate (14.3 ml, 0.128 mol) was added dropwise keeping the temperature below −95° C. After the addition was completed the temperature was increased to the RT overnight. Aqueous 1 M HCl (200 m... Starting materials: C[Si](C)(C)CCOCn1ccc2c(-c3cnn(C(CC=O)c4cccc(Br)c4)c3)ncnc21, C1CCOC1, CC(C)(C)[O-], C[P+](c1ccccc1)(c1ccccc1)c1ccccc1, [I-], [K+]. Yields the product C=CCC(c1cccc(Br)c1)n1cc(-c2ncnc3c2ccn3COCC[Si](C)(C)C)cn1. RXN SMILES: [Br:28][c:29]1[cH:30][c:31]([CH:35]([CH2:36][CH:37]=[O:38])[n:39]2[n:40][cH:41][c:42](-[c:44]3[c:45]4[c:46]([n:47][cH:48][n:49]3)[n:50]([CH2:53][O:54][CH2:55][CH2:56][Si:57]([CH3:58])([CH3:59])[CH3:60])[cH:51][cH:52]4)[cH:43]2)[cH:32][cH:33][cH:34]1.[CH2:61]1[O:62][CH2:63][CH2:64][CH2:65]1.[CH3:1][C:2]([CH3:3])([O-:4])[CH3:5].[CH3:8][P+:9]([c:10]1[cH:11][cH:12][cH:13][cH:14][cH:15]1)([c:16]1[cH:17][cH:18][cH:19][cH:20][cH:21]1)[c:22]1[cH:23][cH:24][cH:25][cH:26][cH:27]1.[I-:7].[K+:6]>>[CH2:1]=[CH:37][CH2:36][CH:35]([c:31]1[cH:30][c:29]([Br:28])[cH:34][cH:33][cH:32]1)[n:39]1[n:40][cH:41][c:42](-[c:44]2[c:45]3[c:46]([n:47][cH:48][n:49]2)[n:50]([CH2:53][O:54][CH2:55][CH2:56][Si:57]([CH3:58])([CH3:59])[CH3:60])[cH:51][cH:52]3)[cH:43]1. Starting materials: CC(=O)C (acetone), O (water), COC=1C=C(CC2(CCCC2)C(=O)O)C=CC1C(=O)OC (1-[3-methoxy-4-(methoxycarbonyl)-benzyl]cyclopentanecarboxylic acid), C(C)(=O)OCC (ethyl acetate), O (water). Solvent: O1CCCC1 (tetrahydrofuran), solution, B (borane), O1CCCC1 (tetrahydrofuran). Reaction conditions: time 1 hour. The product is OCC1(CCCC1)CC1=CC(=C(C(=O)OC)C=C1)OC (methyl 4-{[1-(hydroxymethyl) cyclopentyl]methyl}-2-methoxybenzoate). The yield is 39.5%. RXN SMILES: [CH3:1][O:2][C:3]1[CH:4]=[C:5]([CH:15]=[CH:16][C:17]=1[C:18]([O:20][CH3:21])=[O:19])[CH2:6][C:7]1([C:12](O)=[O:13])[CH2:11][CH2:10][CH2:9][CH2:8]1.CC(C)=O.O.C(OCC)(=O)C>O1CCCC1.B>[OH:13][CH2:12][C:7]1([CH2:6][C:5]2[CH:15]=[CH:16][C:17]([C:18]([O:20][CH3:21])=[O:19])=[C:3]([O:2][CH3:1])[CH:4]=2)[CH2:11][CH2:10][CH2:9][CH2:8]1. Procedure: 1.50 g of 1-[3-methoxy-4-(methoxycarbonyl)-benzyl]cyclopentanecarboxylic acid was dissolved in 15 mL of tetrahydrofuran, to which 10.3 mL of a 1M solution of borane in tetrahydrofuran was added dropwise at 5 to 10° C., and then this mixture was stirred for one hour at room temperature. Then, acetone and water were successively added dropwise to the reaction mixture, which was added to a mixture of ethyl acetate and water, and the organic phase was separated therefrom. After the resultant organic... The reactants are CCOC(=O)CC(=O)C(OCC)OCC, C1CCNCC1, COc1ccccc1C=O, c1ccccc1. Yields the product CCOC(=O)C(=Cc1ccccc1OC)C(=O)C(OCC)OCC. Reaction SMILES: [CH2:11]([CH3:12])[O:13][CH:14]([C:15]([CH2:16][C:17](=[O:18])[O:19][CH2:20][CH3:21])=[O:22])[O:23][CH2:24][CH3:25].[CH2:26]1[CH2:27][CH2:28][NH:29][CH2:30][CH2:31]1.[CH3:1][O:2][c:3]1[c:4]([CH:5]=[O:6])[cH:7][cH:8][cH:9][cH:10]1.[cH:32]1[cH:33][cH:34][cH:35][cH:36][cH:37]1>>[CH3:1][O:2][c:3]1[c:4]([CH:5]=[C:16]([C:15]([CH:14]([O:13][CH2:11][CH3:12])[O:23][CH2:24][CH3:25])=[O:22])[C:17](=[O:18])[O:19][CH2:20][CH3:21])[cH:7][cH:8][cH:9][cH:10]1. Reactants: ClCC(=O)NC=1C=CC2=C(NC(CO2)=O)C1 (2-chloro-N-(3-oxo-3,4-dihydro-2H-benzo[1,4]oxazin-6-yl)-acetamide), C(C1=CC=CC=C1)C1CCNCC1 (4-benzyl-piperidine). Run in C(C)OCC (diethylether). Yields the product C(C1=CC=CC=C1)C1CCN(CC1)CC(=O)NC=1C=CC2=C(NC(CO2)=O)C1 (2-(4-Benzyl-piperidin-1-yl)-N-(3-oxo-3,4-dihydro-2H-benzo[1,4]oxazin-6-yl)-acetamide). As a reaction SMILES: Cl[CH2:2][C:3]([NH:5][C:6]1[CH:7]=[CH:8][C:9]2[O:14][CH2:13][C:12](=[O:15])[NH:11][C:10]=2[CH:16]=1)=[O:4].[CH2:17]([CH:24]1[CH2:29][CH2:28][NH:27][CH2:26][CH2:25]1)[C:18]1[CH:23]=[CH:22][CH:21]=[CH:20][CH:19]=1>C(OCC)C>[CH2:17]([CH:24]1[CH2:29][CH2:28][N:27]([CH2:2][C:3]([NH:5][C:6]2[CH:7]=[CH:8][C:9]3[O:14][CH2:13][C:12](=[O:15])[NH:11][C:10]=3[CH:16]=2)=[O:4])[CH2:26][CH2:25]1)[C:18]1[CH:23]=[CH:22][CH:21]=[CH:20][CH:19]=1. Procedure: The title compound is prepared from 2-chloro-N-(3-oxo-3,4-dihydro-2H-benzo[1,4]oxazin-6-yl)-acetamide and 4-benzyl-piperidine according to the method described in Example 142b. Melting Point: 220-222° C. (diethylether) Reactants: C(#N)C1=CC(=C(C=C1)C=1C=NN(C1O)C1=NC=C(C(=O)O)C=C1)C (6-(4-(4-cyano-2-methylphenyl)-5-hydroxy-1H-pyrazol-1-yl)nicotinic acid), C1(CCC1)N (cyclobutylamine). The product is C(#N)C1=CC(=C(C=C1)C=1C=NN(C1O)C1=NC=C(C(=O)NC2CCC2)C=C1)C (6-(4-(4-cyano-2-methylphenyl)-5-hydroxy-1H-pyrazol-1-yl)-N-cyclobutylnicotinamide). As a reaction SMILES: [C:1]([C:3]1[CH:8]=[CH:7][C:6]([C:9]2[CH:10]=[N:11][N:12]([C:15]3[CH:23]=[CH:22][C:18]([C:19](O)=[O:20])=[CH:17][N:16]=3)[C:13]=2[OH:14])=[C:5]([CH3:24])[CH:4]=1)#[N:2].[CH:25]1([NH2:29])[CH2:28][CH2:27][CH2:26]1>>[C:1]([C:3]1[CH:8]=[CH:7][C:6]([C:9]2[CH:10]=[N:11][N:12]([C:15]3[CH:23]=[CH:22][C:18]([C:19]([NH:29][CH:25]4[CH2:28][CH2:27][CH2:26]4)=[O:20])=[CH:17][N:16]=3)[C:13]=2[OH:14])=[C:5]([CH3:24])[CH:4]=1)#[N:2]. Procedure details: The title compound was prepared in a manner similar to Example 112 using 6-(4-(4-cyano-2-methylphenyl)-5-hydroxy-1H-pyrazol-1-yl)nicotinic acid and cyclobutylamine. 1H NMR (400 MHz, DMSO-d6) δ ppm 1.55-1.71 (m, 2H) 1.95-2.09 (m, 2H) 2.11-2.24 (m, 2H) 2.36 (s, 3H) 4.28-4.48 (m, 1H) 7.59 (dd, J=8.08, 1.52 Hz, 1H) 7.66 (s, 1H) 7.70 (br. s., 1H) 8.10 (br. s., 1H) 8.35 (d, J=6.57 Hz, 2H) 8.78 (d, J=7.33 Hz, 1H) 8.81-8.91 (m, 1H) 13.12 (br. s., 1H). MS m/z [M+H]+ 374.2 The reactants are C(C)(C)(C)OC(=O)N1C[C@H]2[C@@H](C1)CN(C2)C=2C=NC=C(C(=O)O)C2 (5-((3aR,6aS)-5-(tert-butoxycarbonyl)hexahydropyrrolo[3,4-c]pyrrol-2(1H)-yl)nicotinic Acid), FC(C=1C=C(N)C=C(C1)C(F)(F)F)(F)F (3,5-bis(trifluoromethyl)aniline). Yields the product FC(C=1C=C(C=C(C1)C(F)(F)F)NC(=O)C=1C=C(C=NC1)N1C[C@@H]2[C@H](C1)CN(C2)C(=O)OC(C)(C)C)(F)F ((3aR,6aS)-tert-butyl 5-(5-(3,5-bis(trifluoromethyl)phenylcarbamoyl)pyridin-3-yl)hexahydropyrrolo[3,4-c]pyrrole-2(1H)-carboxylate). Reaction SMILES: [C:1]([O:5][C:6]([N:8]1[CH2:12][C@H:11]2[CH2:13][N:14]([C:16]3[CH:17]=[N:18][CH:19]=[C:20]([CH:24]=3)[C:21](O)=[O:22])[CH2:15][C@H:10]2[CH2:9]1)=[O:7])([CH3:4])([CH3:3])[CH3:2].[F:25][C:26]([F:39])([F:38])[C:27]1[CH:28]=[C:29]([CH:31]=[C:32]([C:34]([F:37])([F:36])[F:35])[CH:33]=1)[NH2:30]>>[F:25][C:26]([F:38])([F:39])[C:27]1[CH:28]=[C:29]([NH:30][C:21]([C:20]2[CH:24]=[C:16]([N:14]3[CH2:15][C@@H:10]4[CH2:9][N:8]([C:6]([O:5][C:1]([CH3:4])([CH3:2])[CH3:3])=[O:7])[CH2:12][C@@H:11]4[CH2:13]3)[CH:17]=[N:18][CH:19]=2)=[O:22])[CH:31]=[C:32]([C:34]([F:35])([F:37])[F:36])[CH:33]=1. Procedure: The product from Example 33B and 3,5-bis(trifluoromethyl)aniline were processed as described in Example 33C to provide the title compound. MS (APCI) m/z 545 (M+H)+. The reactants are OH, C(CCC)O (n-butanol), C[Si](Cl)(C)C (trimethylchlorosilane), Cl (HCl). Reagents/catalysts: [Br-].C(CCC)[N+](CCCC)(CCCC)CCCC (tetra-n-butyl ammonium bromide). Yields the product C[Si](OCCCC)(C)C (1-trimethylsiloxybutane). Yield: 92.0%. RXN SMILES: [CH2:1]([OH:5])[CH2:2][CH2:3][CH3:4].[CH3:6][Si:7]([CH3:10])([CH3:9])Cl.Cl>[Br-].C([N+](CCCC)(CCCC)CCCC)CCC>[CH3:6][Si:7]([CH3:10])([CH3:9])[O:5][CH2:1][CH2:2][CH2:3][CH3:4] |f:3.4|. Reported procedure: 1 mole of n-butanol and 1.5 moles of trimethylchlorosilane were heated to reflux (54°-91° C.) with the addition of 0.0005 moles of tetra-n-butyl ammonium bromide. Vigorous evolution of HCl was observed. When evolution of gas ceased, the IR spectrum did not show an OH band. When the product was worked up by distillation, pure 1-trimethylsiloxybutane was obtained as distillate. The reactants are Grignard reagent, COC(COC1=C(C=C(C=C1)C=O)OC)=O ((4-Formyl-2-methoxy-phenoxy)-acetic acid methyl ester), C(#C)[Mg]Cl (ethynylmagnesium chloride). Solvent: C1CCOC1 (THF). The product is COC(COC1=C(C=C(C=C1)C(C#C)O)OC)=O ([4-(1-Hydroxy-2-propynyl)-2-methoxy-phenoxy]-acetic acid methyl ester). RXN SMILES: [CH3:1][O:2][C:3](=[O:16])[CH2:4][O:5][C:6]1[CH:11]=[CH:10][C:9]([CH:12]=[O:13])=[CH:8][C:7]=1[O:14][CH3:15].[C:17]([Mg]Cl)#[CH:18]>C1COCC1>[CH3:1][O:2][C:3](=[O:16])[CH2:4][O:5][C:6]1[CH:11]=[CH:10][C:9]([CH:12]([OH:13])[C:17]#[CH:18])=[CH:8][C:7]=1[O:14][CH3:15]. Reported procedure: [4-(1-Hydroxy-2-propynyl)-2-methoxy-phenoxy]-acetic acid methyl ester was prepared according to Method A above (except the Grignard reagent was added at −78° C.) from (4-formyl-2-methoxy-phenoxy)-acetic acid methyl ester (0.645 g, 2.9 mmol) (from Example 45) in THF (30 mL) and ethynylmagnesium chloride (3.45 mmol, 7 mL, 0.5M solution in tetrahydrofuran) (Aldrich). (Yield 525 mg, 72%).